From a dataset of the Open Reaction Database (ORD), a public repository of structured organic reaction records. describe an organic reaction: reactants, conditions, products, and yield Starting materials: N(=[N+]=[N-])C1=CC=C(C=C1)F (1-Azido-4-fluorobenzene), C(#C)C1=CC=C(C=C1)[C@H]1CN(CCO1)C(=O)OC(C)(C)C ((S)-tert-butyl 2-(4-ethynylphenyl)morpholine-4-carboxylate). Reagents/catalysts: [Cu]I (copper(I) iodide). The solvent is C(C)(C)N(C(C)C)CC (N,N-diisopropylethylamine). Reaction conditions: time 3 hour. Yields the product FC1=CC=C(C=C1)N1N=NC(=C1)C1=CC=C(C=C1)[C@H]1CN(CCO1)C(=O)OC(C)(C)C ((S)-tert-Butyl 2-(4-(1-(4-fluorophenyl)-1H-1,2,3-triazol-4-yl)phenyl)morpholine-4-carboxylate). The yield is 28.4%. RXN SMILES: [N:1]([C:4]1[CH:9]=[CH:8][C:7]([F:10])=[CH:6][CH:5]=1)=[N+:2]=[N-:3].[C:11]([C:13]1[CH:18]=[CH:17][C:16]([C@@H:19]2[O:24][CH2:23][CH2:22][N:21]([C:25]([O:27][C:28]([CH3:31])([CH3:30])[CH3:29])=[O:26])[CH2:20]2)=[CH:15][CH:14]=1)#[CH:12]>C(N(CC)C(C)C)(C)C.[Cu]I>[F:10][C:7]1[CH:8]=[CH:9][C:4]([N:1]2[CH:12]=[C:11]([C:13]3[CH:14]=[CH:15][C:16]([C@@H:19]4[O:24][CH2:23][CH2:22][N:21]([C:25]([O:27][C:28]([CH3:31])([CH3:30])[CH3:29])=[O:26])[CH2:20]4)=[CH:17][CH:18]=3)[N:3]=[N:2]2)=[CH:5][CH:6]=1. Reported procedure: 1-Azido-4-fluorobenzene (24 mg, 0.174 mmol) was dissolved in N,N-diisopropylethylamine (0.75 ml), then (S)-tert-butyl 2-(4-ethynylphenyl)morpholine-4-carboxylate (50 mg, 0.175 mmol) was added followed by copper(I) iodide (33 mg, 0.174 mmol). The mixture was stirred at room temperature for 3 h. The green mixture was concentrated on the rotavap, silica gel (0.5 g) was added and after short grinding the mixture was put on a silica gel column for purification. Flash chromatography (5 g silica gel, 3...